From a dataset of the Open Reaction Database (ORD), a public repository of structured organic reaction records. describe an organic reaction: reactants, conditions, products, and yield The reactants are C1CC(N2C(CCC12)=O)=O (dihydro-1H-pyrrolizine-3,5(2H,6H)-dione), C(C)O (ethyl alcohol), Cl (hydrochloric acid). The product is C(C)OC(CCC1NC(CC1)=O)=O (5-oxo-2-pyrrolidinepropanoic acid ethyl ester). RXN SMILES: [CH2:1]1[CH:8]2[N:4]([C:5](=[O:9])[CH2:6][CH2:7]2)[C:3](=[O:10])[CH2:2]1.Cl.[CH2:12]([OH:14])[CH3:13]>>[CH2:12]([O:14][C:5](=[O:9])[CH2:6][CH2:7][CH:8]1[CH2:1][CH2:2][C:3](=[O:10])[NH:4]1)[CH3:13]. Reported procedure: Twenty-eight grams of dihydro-1H-pyrrolizine-3,5(2H,6H)-dione (III) are dissolved in 100 g of ethyl alcohol and 0.2 ml of concentrated hydrochloric acid is added. The solution is heated at reflux for 104 hours. The mixture is cooled and excess ethyl alcohol is distilled at reduced pressure. The oil is dissolved in 1 l of anhydrous diethylether, 1 g of activated charcoal is added and the resulting suspension is filtered through filter aid. The filtrate is concentrated at reduced pressure and the ... The reactants are FC(C(=O)O)(F)F (Trifluoroacetic acid), C(C)(C)(C)ON1CC(N(CC1)C1=CC=C(C=C1)N1C(CN(CC1)OC(C)(C)C)=C=O)=C=O (1,4-bis(4-tert-butoxy-carbonyl-1-piperazinyl)benzene). The solvent is C(Cl)Cl (methylene chloride). Run at time 30 minute. Yields the product N1(CCNCC1)C1=CC=C(C=C1)N1CCNCC1 (1,4-bis(1-piperazinyl)benzene). The yield is 96.8%. Reaction SMILES: FC(F)(F)C(O)=O.C(O[N:13]1[CH2:18][CH2:17][N:16]([C:19]2[CH:24]=[CH:23][C:22]([N:25]3[CH2:30][CH2:29][N:28](OC(C)(C)C)[CH2:27][C:26]3=C=O)=[CH:21][CH:20]=2)[C:15](=C=O)[CH2:14]1)(C)(C)C>C(Cl)Cl>[N:16]1([C:19]2[CH:20]=[CH:21][C:22]([N:25]3[CH2:26][CH2:27][NH:28][CH2:29][CH2:30]3)=[CH:23][CH:24]=2)[CH2:15][CH2:14][NH:13][CH2:18][CH2:17]1. Procedure: Trifluoroacetic acid (1 ml) was added to a solution in methylene chloride (1 ml) of 1,4-bis(4-tert-butoxy-carbonyl-1-piperazinyl)benzene (59 mg; 0.13 mmol) synthesized by the above process under ice cooling, and the mixture was stirred for 30 minutes. The reaction mixture was then concentrated under reduced pressure, and the resultant concentrated residue (81 mg) was dissolved in methanol-chloroform (1:2). The solution was applied to a column packed with alumina (3 g), and the column was eluted ... Starting materials: O=C([O-])O, COc1ccc2c(c1)CCNC2Cc1ccc(OCc2ccccc2)cc1, CCO, Clc1ccnc(Cl)n1, [Na+]. Yields the product COc1ccc2c(c1)CCN(c1ccnc(Cl)n1)C2Cc1ccc(OCc2ccccc2)cc1. Reaction SMILES: [C:36](=[O:37])([OH:38])[O-:39].[CH3:1][O:2][c:3]1[cH:4][c:5]2[c:10]([cH:11][cH:12]1)[CH:9]([CH2:13][c:14]1[cH:15][cH:16][c:17]([O:20][CH2:21][c:22]3[cH:23][cH:24][cH:25][cH:26][cH:27]3)[cH:18][cH:19]1)[NH:8][CH2:7][CH2:6]2.[CH3:41][CH2:42][OH:43].[Cl:28][c:29]1[n:30][cH:31][cH:32][c:33]([Cl:35])[n:34]1.[Na+:40]>>[CH3:1][O:2][c:3]1[cH:4][c:5]2[c:10]([cH:11][cH:12]1)[CH:9]([CH2:13][c:14]1[cH:15][cH:16][c:17]([O:20][CH2:21][c:22]3[cH:23][cH:24][cH:25][cH:26][cH:27]3)[cH:18][cH:19]1)[N:8]([c:33]1[cH:32][cH:31][n:30][c:29]([Cl:28])[n:34]1)[CH2:7][CH2:6]2. Reactants: O=C([O-])[O-], CCBr, CC(C)=O, [K+], [K+], N#Cc1ccccc1O. The product is CCCOc1ccccc1C#N. As a reaction SMILES: [C:10](=[O:11])([O-:12])[O-:13].[CH2:16]([CH3:17])[Br:18].[CH3:19][C:20](=[O:21])[CH3:22].[K+:14].[K+:15].[OH:1][c:2]1[c:3]([C:4]#[N:5])[cH:6][cH:7][cH:8][cH:9]1>>[O:1]([c:2]1[c:3]([C:4]#[N:5])[cH:6][cH:7][cH:8][cH:9]1)[CH2:10][CH2:16][CH3:17]. Starting materials: CC[Al+]CC, CC(=O)Cl, [Cl-], COC(=O)c1cc2cc[nH]c2cc1Cl, ClCCl. Yields the product COC(=O)c1cc2c(C(C)=O)c[nH]c2cc1Cl. Reaction SMILES: [CH2:16]([Al+:17][CH2:18][CH3:19])[CH3:20].[CH3:21][C:22]([Cl:23])=[O:24].[Cl-:15].[Cl:1][c:2]1[c:3]([C:11](=[O:12])[O:13][CH3:14])[cH:4][c:5]2[cH:6][cH:7][nH:8][c:9]2[cH:10]1.[Cl:25][CH2:26][Cl:27]>>[Cl:1][c:2]1[c:3]([C:11](=[O:12])[O:13][CH3:14])[cH:4][c:5]2[c:6]([C:22]([CH3:21])=[O:24])[cH:7][nH:8][c:9]2[cH:10]1.